From a dataset of the Open Reaction Database (ORD), a public repository of structured organic reaction records. describe an organic reaction: reactants, conditions, products, and yield The reactants are CN(C(OC(C)(C)C)=O)C1=CC=C(C=C1)[N+](=O)[O-] (tert-butyl methyl(4-nitrophenyl)carbamate). The reagents and catalysts are [Fe] (Fe). Solvent: C1CCOC1.CO.O (THF MeOH H2O). Reaction conditions: temperature 50 celsius. Product: NC1=CC=C(C=C1)N(C(OC(C)(C)C)=O)C (tert-butyl 4-aminophenyl(methyl)carbamate). Yield: 99.8%. As a reaction SMILES: [CH3:1][N:2]([C:10]1[CH:15]=[CH:14][C:13]([N+:16]([O-])=O)=[CH:12][CH:11]=1)[C:3](=[O:9])[O:4][C:5]([CH3:8])([CH3:7])[CH3:6]>C1COCC1.CO.O.[Fe]>[NH2:16][C:13]1[CH:12]=[CH:11][C:10]([N:2]([CH3:1])[C:3](=[O:9])[O:4][C:5]([CH3:6])([CH3:7])[CH3:8])=[CH:15][CH:14]=1 |f:1.2.3|. Procedure details: To a solution of N-methyl-4-nitroaniline (5.0 g, 32.9 mmol) in THF (50 mL) were added di-tert-butyl dicarbonate (10.76 g, 49.4 mmol) and DMAP (201 mg, 1.6 mmol). The reaction mixture was refluxed under N2 for 2 h before cooled to rt. After removal of the solvent, the residue was dissolved with EtOAc (200 mL). The resulting solution was washed with water and brine, dried over Na2SO4, and concentrated in vacuo to give tert-butyl methyl(4-nitrophenyl)carbamate (8.3 g, 100%) as a brown oil. To a sol... The reactants are BrBr (bromine), O (water), NC1=CC(=C(C#N)C=C1F)F (4-amino-2,5-difluorobenzonitrile). Run in C(C)(=O)O (acetic acid). Reaction conditions: time 16 hour. The product is NC1=C(C(=C(C#N)C=C1F)F)Br (4-amino-3-bromo-2,5-difluoro-benzonitrile). The yield is 93.9%. Reaction SMILES: [Br:1]Br.O.[NH2:4][C:5]1[C:12]([F:13])=[CH:11][C:8]([C:9]#[N:10])=[C:7]([F:14])[CH:6]=1>C(O)(=O)C>[NH2:4][C:5]1[C:12]([F:13])=[CH:11][C:8]([C:9]#[N:10])=[C:7]([F:14])[C:6]=1[Br:1]. Procedure: A mixture of bromine (1.65 mL, 32 mmol), water (2 mL), and 4-amino-2,5-difluorobenzonitrile (5 g, 32 mmol) in acetic acid (50 mL) was stirred at RT for 16 h. The mixture was poured into ice cooled saturated sodium bicarbonate solution, causing a solid to separate out. The solid was filtered and washed with water. The solid was then dissolved in DCM, washed with water, dried over sodium sulfate, filtered, and concentrated to afford 7 g (92%) of the title compound. 1H NMR (300 MHz, CDCl3): δ 7.18-... Reactants: FC1=CC=C(C=C1)B(O)O (4-Fluorophenylboronic acid), FC=1C=C(C=CC1CS(=O)(=O)C)C(C(=O)NCC1=CC(=NN1)C(F)(F)F)C (2-(3-fluoro-4-(methylsulfonylmethyl)phenyl)-N-((3-(trifluoromethyl)-1H-pyrazol-5-yl)methyl)propanamide), N1=CC=CC=C1 (pyridine). The reagents and catalysts are C(C)(=O)[O-].[Cu+2].C(C)(=O)[O-] (copper(II)-acetate). Solvent: C(Cl)Cl (DCM). Conditions: time 8 hour. Yields the product FC=1C=C(C=CC1CS(=O)(=O)C)C(C(=O)NCC=1N(N=C(C1)C(F)(F)F)C1=CC=C(C=C1)F)C (2-[3-fluoro-4-(methylsulfonyl-methyl)-phenyl]-N-[[2-(4-fluorophenyl)-5-(trifluoromethyl)-2H-pyrazol-3-yl]-methyl]-propionamide). The yield is 74.6%. Reaction SMILES: [F:1][C:2]1[CH:7]=[CH:6][C:5](B(O)O)=[CH:4][CH:3]=1.[F:11][C:12]1[CH:13]=[C:14]([CH:23]([CH3:37])[C:24]([NH:26][CH2:27][C:28]2[NH:32][N:31]=[C:30]([C:33]([F:36])([F:35])[F:34])[CH:29]=2)=[O:25])[CH:15]=[CH:16][C:17]=1[CH2:18][S:19]([CH3:22])(=[O:21])=[O:20].N1C=CC=CC=1>C([O-])(=O)C.[Cu+2].C([O-])(=O)C.C(Cl)Cl>[F:11][C:12]1[CH:13]=[C:14]([CH:23]([CH3:37])[C:24]([NH:26][CH2:27][C:28]2[N:32]([C:5]3[CH:6]=[CH:7][C:2]([F:1])=[CH:3][CH:4]=3)[N:31]=[C:30]([C:33]([F:36])([F:34])[F:35])[CH:29]=2)=[O:25])[CH:15]=[CH:16][C:17]=1[CH2:18][S:19]([CH3:22])(=[O:21])=[O:20] |f:3.4.5|. Procedure: 4-Fluorophenylboronic acid (41 mg, 0.295 mmol), 2-(3-fluoro-4-(methylsulfonylmethyl)phenyl)-N-((3-(trifluoromethyl)-1H-pyrazol-5-yl)methyl)propanamide (60 mg, 0.147 mmol) and copper(II)-acetate (0.021 mL, 0.221 mmol) were added to DCM (2.2 mL). At room temperature was added pyridine (0.238 mL, 2.946 mmol) and the mixture was stirred for overnight. The reaction mixture was concentrated in vacuo, the solid obtained was purified by CC (eluent: cyclohexane/ethyl acetate (1:2)) to afford 2-[3-fluoro-...